This data is from the Open Reaction Database (ORD), a public repository of structured organic reaction records. The task is: describe an organic reaction: reactants, conditions, products, and yield The reactants are C1CCOC1, CCOC(=O)C=Cc1ccc(Br)cc1, CC(=O)[O-], CC(=O)[O-], [Pd+2]. The product is CCOC(=O)C1CC1c1ccc(Br)cc1. As a reaction SMILES: [CH2:15]1[O:16][CH2:17][CH2:18][CH2:19]1.[CH2:1]([CH3:2])[O:3][C:4]([CH:5]=[CH:6][c:7]1[cH:8][cH:9][c:10]([Br:13])[cH:11][cH:12]1)=[O:14].[O-:21][C:22]([CH3:23])=[O:24].[O-:25][C:26]([CH3:27])=[O:28].[Pd+2:20]>>[CH2:1]([CH3:2])[O:3][C:4]([CH:5]1[CH:6]([c:7]2[cH:8][cH:9][c:10]([Br:13])[cH:11][cH:12]2)[CH2:15]1)=[O:14]. The reactants are CCOC(=O)C(C)(CCCCBr)c1ccccc1, CO, ClCCl. Product: CC(CO)(CCCCBr)c1ccccc1. RXN SMILES: [Br:1][CH2:2][CH2:3][CH2:4][CH2:5][C:6]([C:7](=[O:8])[O:9][CH2:10][CH3:11])([c:12]1[cH:13][cH:14][cH:15][cH:16][cH:17]1)[CH3:18].[CH3:19][OH:20].[Cl:21][CH2:22][Cl:23]>>[Br:1][CH2:2][CH2:3][CH2:4][CH2:5][C:6]([CH2:7][OH:8])([c:12]1[cH:13][cH:14][cH:15][cH:16][cH:17]1)[CH3:18]. The reactants are FC(C=1C=C(C=C(C1)C(F)(F)F)[C@@H]1C[C@@H](NC(O1)=O)C)(F)F ((4S,6S)-6-[3,5-bis(trifluoromethyl)phenyl]-4-methyl-1,3-oxazinan-2-one), FC(C=1C=C(C=C(C1)C(F)(F)F)[C@@H]1C[C@@H](NC(O1)=O)C)(F)F ((4S,6S)-6-[3,5-bis(trifluoromethyl)phenyl]-4-methyl-1,3-oxazinan-2-one), [H-].[Na+] (sodium hydride), BrCC=1C=C2CCCC2=CC1I (5-(bromomethyl)-6-iodoindane), BrCC=1C=C2CCCC2=CC1I (5-(bromomethyl)-6-iodoindane), Intermediate 23. Product: FC(C=1C=C(C=C(C1)C(F)(F)F)[C@@H]1C[C@@H](N(C(O1)=O)CC=1C=C2CCCC2=CC1I)C)(F)F ((4S,6S)-6-[3,5-bis(trifluoromethyl)phenyl]-3-[(6-iodo-2,3-dihydro-1H-inden-5-yl)methyl]-4-methyl-1,3-oxazinan-2-one). Reaction SMILES: [F:1][C:2]([F:22])([F:21])[C:3]1[CH:4]=[C:5]([C@H:13]2[O:18][C:17](=[O:19])[NH:16][C@@H:15]([CH3:20])[CH2:14]2)[CH:6]=[C:7]([C:9]([F:12])([F:11])[F:10])[CH:8]=1.[H-].[Na+].Br[CH2:26][C:27]1[CH:28]=[C:29]2[C:33](=[CH:34][C:35]=1[I:36])[CH2:32][CH2:31][CH2:30]2>>[F:22][C:2]([F:1])([F:21])[C:3]1[CH:4]=[C:5]([C@H:13]2[O:18][C:17](=[O:19])[N:16]([CH2:26][C:27]3[CH:28]=[C:29]4[C:33](=[CH:34][C:35]=3[I:36])[CH2:32][CH2:31][CH2:30]4)[C@@H:15]([CH3:20])[CH2:14]2)[CH:6]=[C:7]([C:9]([F:10])([F:11])[F:12])[CH:8]=1 |f:1.2|. Procedure details: (4S,6S)-6-[3,5-bis(trifluoromethyl)phenyl]-4-methyl-1,3-oxazinan-2-one (Intermediate 22; 104 mg; 0.318 mmol) was treated with sodium hydride (60% in oil; 11.9 mg; 0.297 mmol) and 5-(bromomethyl)-6-iodoindane (Intermediate 24; 100 mg; 0.297 mmol) as described for Intermediate 23 to afford (4S,6S)-6-[3,5-bis(trifluoromethyl)phenyl]-3-[(6-iodo-2,3-dihydro-1H-inden-5-yl)methyl]-4-methyl-1,3-oxazinan-2-one as a white solid. LCMS=583.8 (M+1)+. 1H NMR (CDCl3, 500 MHz): δ 7.90 (s, 2H), 7.87 (s, 1H), 7.7... Reactants: C(C)(C)(C)NC(=S)N[C@@H](CO)CC1=CC(=CC=C1)[N+](=O)[O-] (N-(tert-butyl)-N′-[(1R)-2-hydroxy-1-(3-nitrobenzyl)ethyl]thiourea), Cl (hydrochloric acid). Reaction conditions: temperature 0 celsius. Product: Cl.[N+](=O)([O-])C=1C=C(C[C@H]2N=C(SC2)N)C=CC1 ((+)-(4R)-4-(3-nitrobenzyl)-4,5-dihydro-1,3-thiazol-2-ylamine hydrochloride). As a reaction SMILES: C([NH:5][C:6]([NH:8][C@H:9]([CH2:12][C:13]1[CH:18]=[CH:17][CH:16]=[C:15]([N+:19]([O-:21])=[O:20])[CH:14]=1)[CH2:10]O)=[S:7])(C)(C)C.[ClH:22]>>[ClH:22].[N+:19]([C:15]1[CH:14]=[C:13]([CH:18]=[CH:17][CH:16]=1)[CH2:12][C@@H:9]1[CH2:10][S:7][C:6]([NH2:5])=[N:8]1)([O-:21])=[O:20] |f:2.3|. Procedure: 1.1 g of N-(tert-butyl)-N′-[(1R)-2-hydroxy-1-(3-nitrobenzyl)ethyl]thiourea in 12 cm3 of 6N hydrochloric acid are heated for 5 hours at a temperature in the region of 100° C. The reaction medium is then cooled to a temperature in the region of 0° C.; a white precipitate forms, which is filtered off on a sinter funnel and then washed with 3 times 20 cm3 of diethyl ether. The filter cake is then dried in a desiccator under vacuum. 0.68 g of (+)-(4R)-4-(3-nitrobenzyl)-4,5-dihydro-1,3-thiazol-2-ylami...